From a dataset of the Open Reaction Database (ORD), a public repository of structured organic reaction records. describe an organic reaction: reactants, conditions, products, and yield Reactants: CC=1C=C(CN)C=CC1 (3-Methylbenzylamine). The reagents and catalysts are [Pd] (Pd). Solvent: CC#N (CH3CN). Conditions: temperature 90 celsius, time 8 hour. Yields the product CC=1C=C(CNCC2=CC(=CC=C2)C)C=CC1 (di-(3-methylbenzyl)amine). Isolated yield 90.0%. RXN SMILES: [CH3:1][C:2]1[CH:3]=[C:4]([CH:7]=[CH:8][CH:9]=1)[CH2:5][NH2:6]>[Pd].CC#N>[CH3:1][C:2]1[CH:3]=[C:4]([CH:7]=[CH:8][CH:9]=1)[CH2:5][NH:6][CH2:1][C:2]1[CH:9]=[CH:8][CH:7]=[C:4]([CH3:5])[CH:3]=1. Procedure: 3-Methylbenzylamine (0.5 mmol) was heated with catalyst Pd@ba-GO (10 mg) and solvent CH3CN (0.2 mL) at 90° C. in a flask open to air for 6 hours, and then stirred also at 90° C. under H2 gas (1 atm) for 8 hours to obtain di-(3-methylbenzyl)amine. An unexpectedly high yield of 90% was observed. Reactants: C(Cl)(Cl)Cl (chloroform), O=C1OCCC1N1C(CCC1)=O (1-(tetrahydro-2-oxo-3-furyl)-2-pyrrolidinone), [OH-].[Na+] (sodium hydroxide), Cl (hydrochloric acid). Run in C(C)O (ethanol), O (water). Product: OCCC(C(=O)O)N1C(CCC1)=O (alpha-(2-hydroxyethyl)-2-oxo-1-pyrrolidineacetic acid). Yield: 30.3%. Reaction SMILES: [O:1]=[C:2]1[CH:6]([N:7]2[CH2:11][CH2:10][CH2:9][C:8]2=[O:12])[CH2:5][CH2:4][O:3]1.[OH-:13].[Na+].Cl.C(Cl)(Cl)Cl>O.C(O)C>[OH:3][CH2:4][CH2:5][CH:6]([N:7]1[CH2:11][CH2:10][CH2:9][C:8]1=[O:12])[C:2]([OH:13])=[O:1] |f:1.2|. Reported procedure: 67.6 g (0.4 mol) of 1-(tetrahydro-2-oxo-3-furyl)-2-pyrrolidinone and 32 g (0.8 mol) of sodium hydroxide in 210 ml of water are heated for 2 hours under reflux, cooled and then acidified with hydrochloric acid to a pH value of 1. The reaction mixture is evaporated to dryness under reduced pressure and the residue taken up three times in benzene and evaporated in vacuo. The residue obtained is finally treated with a mixture of chloroform and ethanol (4:1 v/v) and the insoluble material filtered of... Reactants: C(C=C)OC(=O)N1CC2=C(N=NC(=C2)Cl)CC1 (3-chloro-5,6,7,8-tetrahydro-6-pyrido [4,3-c]pyridazinecarboxylic acid allyl ester), C(C=C)OC(=O)Cl (chloroformic acid allyl ester), crude product, Example 8 ( g ), C(\C=C/C(=O)O)(=O)O.ClC1=CC2=C(N=N1)CCNC2 (3-chloro-5,6,7,8-tetrahydropyrido[4,3-c]pyridazine maleate). The product is C(C=C)OC(=O)N1CC2=C(N=NC(=C2)NN)CC1 (3-Hydrazino-5,6,7,8-tetrahydro-6-pyrido [4,3-c]pyridazinecarboxylic acid allyl ester). RXN SMILES: [CH2:1]([O:4][C:5]([N:7]1[CH2:17][CH2:16][C:10]2[N:11]=[N:12][C:13](Cl)=[CH:14][C:9]=2[CH2:8]1)=[O:6])[CH:2]=[CH2:3].C(O)(=O)/C=C\C(O)=O.ClC1[N:32]=[N:31]C2CCNCC=2C=1.C(OC(Cl)=O)C=C>>[CH2:1]([O:4][C:5]([N:7]1[CH2:17][CH2:16][C:10]2[N:11]=[N:12][C:13]([NH:31][NH2:32])=[CH:14][C:9]=2[CH2:8]1)=[O:6])[CH:2]=[CH2:3] |f:1.2|. Procedure details: The 3-chloro-5,6,7,8-tetrahydro-6-pyrido [4,3-c]pyridazinecarboxylic acid allyl ester, required as starting material, may be obtained in a manner analogous to that described in Example 8 (g), from 3-chloro-5,6,7,8-tetrahydropyrido[4,3-c]pyridazine maleate and chloroformic acid allyl ester. The oily crude product is used for the next reaction without purification. Reactants: C(C)OP(OCC)(=O)CC1=CC=CC=C1 (benzyl-phosphonic acid diethyl ester), [H-].[Na+] (sodium hydride), ClC1=CC(=C(CN2N=C3C(=CC=CC3=C2C=2C=C(C=O)C=CC2)C(F)(F)F)C=C1)F (3-[2-(4-chloro-2-fluoro-benzyl)-7-trifluoromethyl-2H-indazol-3-yl]-benzaldehyde). The reagents and catalysts are [Pt]=O (platinum oxide). The solvent is C(C)O (ethanol), CN1CCCN(C1=O)C (DMPU). Conditions: time 45 minute. Product: ClC1=CC(=C(CN2N=C3C(=CC=CC3=C2C2=CC(=CC=C2)CCC2=CC=CC=C2)C(F)(F)F)C=C1)F (2-(4-CHLORO-2-FLUOROBENZYL)-3-[3-(2-PHENYLETHYL)PHENYL]-7-(TRIFLUOROMETHYL)-2H-INDAZOLE). Reaction SMILES: C(OP([CH2:9][C:10]1[CH:15]=[CH:14][CH:13]=[CH:12][CH:11]=1)(=O)OCC)C.[H-].[Na+].[Cl:18][C:19]1[CH:46]=[CH:45][C:22]([CH2:23][N:24]2[C:32]([C:33]3[CH:34]=[C:35]([CH:38]=[CH:39][CH:40]=3)[CH:36]=O)=[C:31]3[C:26]([C:27]([C:41]([F:44])([F:43])[F:42])=[CH:28][CH:29]=[CH:30]3)=[N:25]2)=[C:21]([F:47])[CH:20]=1>CN1C(=O)N(C)CCC1.C(O)C.[Pt]=O>[Cl:18][C:19]1[CH:46]=[CH:45][C:22]([CH2:23][N:24]2[C:32]([C:33]3[CH:40]=[CH:39][CH:38]=[C:35]([CH2:36][CH2:9][C:10]4[CH:15]=[CH:14][CH:13]=[CH:12][CH:11]=4)[CH:34]=3)=[C:31]3[C:26]([C:27]([C:41]([F:44])([F:43])[F:42])=[CH:28][CH:29]=[CH:30]3)=[N:25]2)=[C:21]([F:47])[CH:20]=1 |f:1.2|. Procedure details: To a suspension of benzyl-phosphonic acid diethyl ester (20 μL, 1 eq) and sodium hydride (6 mg, 1.5 eq) in DMPU (0.5 mL), 3-[2-(4-chloro-2-fluoro-benzyl)-7-trifluoromethyl-2H-indazol-3-yl]-benzaldehyde (45 mg, 1 eq) was added. The reaction mixture was stirred for 45 minutes at room temperature, quenched with water and extracted with diethyl ether. The volatiles were removed and the residue purified by flash chromatography (silica, ethyl acetate/n-heptane, 2:8). The product obtained was dissolved... Reactants: S(=O)(=O)(N=C=O)N=C=O (sulfonyl isocyanate), C(=O)=O (dry-ice), C(=O)(Cl)Cl (phosgene), C=1(C(=CC=CC1)S(=O)(=O)N)C1=CC=CC=C1 (1,1'-biphenyl-2-sulfonamide), 1,4-diaza[2.2.2]bicyclooctane, C(CCC)N=C=O (n-butyl isocyanate), C(=O)(Cl)Cl (phosgene), C(=O)(Cl)Cl (phosgene). Run in C=1(C(=CC=CC1)C)C (xylene). The product is C=1(C(=CC=CC1)S(=O)(=O)N=C=O)C1=CC=CC=C1 (1,1'-Biphenyl-2-sulfonyl isocyanate). RXN SMILES: [C:1](=[O:3])=O.[C:4]1([C:14]2[CH:19]=[CH:18][CH:17]=[CH:16][CH:15]=2)[C:5]([S:10]([NH2:13])(=[O:12])=[O:11])=[CH:6][CH:7]=[CH:8][CH:9]=1.C(N=C=O)CCC.C(Cl)(Cl)=O.S(N=C=O)(N=C=O)(=O)=O>C1(C)C(C)=CC=CC=1>[C:4]1([C:14]2[CH:15]=[CH:16][CH:17]=[CH:18][CH:19]=2)[C:5]([S:10]([N:13]=[C:1]=[O:3])(=[O:12])=[O:11])=[CH:6][CH:7]=[CH:8][CH:9]=1. Reported procedure: Into a dry, 500 ml, 3 neck round bottom flask, equipped with a dry-ice-cooled reflux condenser, stirrer, gas inlet tube and thermometer was charged 12 g of 1,1'-biphenyl-2-sulfonamide, 100 ml of xylene, 0.2 g of 1,4-diaza[2.2.2]bicyclooctane (DABCO) and 5 g of n-butyl isocyanate. The mixture was heated to 135° and then phosgene was passed into the system until the temperature dropped to 125°. Heating was continued to bring the mixture up to 135° and additional phosgene was added to lower the tem... The reactants are BrC=1N=C(N(C1C1=NC(=NC=C1)Cl)COCC[Si](C)(C)C)C(C)(C)C (4-(4-bromo-2-tert-butyl-1-((2-(trimethylsilyl)ethoxy)methyl)-1H-imidazol-5-yl)-2-chloropyrimidine), COC1=NC=CC(=C1)N (2-methoxypyridin-4-amine), CC1(C2=C(C(=CC=C2)P(C3=CC=CC=C3)C4=CC=CC=C4)OC5=C(C=CC=C51)P(C6=CC=CC=C6)C7=CC=CC=C7)C (XANTPHOS), C([O-])([O-])=O.[Cs+].[Cs+] (cesium carbonate). The reagents and catalysts are CC(=O)[O-].CC(=O)[O-].[Pd+2] (Pd(OAc)2). Run in O1CCOCC1 (dioxane). Conditions: temperature 100 celsius. Product: BrC=1N=C(N(C1C1=NC(=NC=C1)NC1=CC(=NC=C1)OC)COCC[Si](C)(C)C)C(C)(C)C (4-(4-bromo-2-tert-butyl-1-((2-(trimethylsilyl)ethoxy)methyl)-1H-imidazol-5-yl)-N-(2-methoxypyridin-4-yl)pyrimidin-2-amine). Yield: 65.8%. RXN SMILES: [Br:1][C:2]1[N:3]=[C:4]([C:22]([CH3:25])([CH3:24])[CH3:23])[N:5]([CH2:14][O:15][CH2:16][CH2:17][Si:18]([CH3:21])([CH3:20])[CH3:19])[C:6]=1[C:7]1[CH:12]=[CH:11][N:10]=[C:9](Cl)[N:8]=1.[CH3:26][O:27][C:28]1[CH:33]=[C:32]([NH2:34])[CH:31]=[CH:30][N:29]=1.CC1(C)C2C(=C(P(C3C=CC=CC=3)C3C=CC=CC=3)C=CC=2)OC2C(P(C3C=CC=CC=3)C3C=CC=CC=3)=CC=CC1=2.C(=O)([O-])[O-].[Cs+].[Cs+]>O1CCOCC1.CC([O-])=O.CC([O-])=O.[Pd+2]>[Br:1][C:2]1[N:3]=[C:4]([C:22]([CH3:25])([CH3:24])[CH3:23])[N:5]([CH2:14][O:15][CH2:16][CH2:17][Si:18]([CH3:21])([CH3:20])[CH3:19])[C:6]=1[C:7]1[CH:12]=[CH:11][N:10]=[C:9]([NH:34][C:32]2[CH:31]=[CH:30][N:29]=[C:28]([O:27][CH3:26])[CH:33]=2)[N:8]=1 |f:3.4.5,7.8.9|. Reported procedure: A mixture of 4-(4-bromo-2-tert-butyl-1-((2-(trimethylsilyl)ethoxy)methyl)-1H-imidazol-5-yl)-2-chloropyrimidine (500 mg, 1.1 mmol; Example 6, Step 4), 2-methoxypyridin-4-amine (153 mg, 1.2 mmol), Pd(OAc)2 (30 mg, 0.14 mmol), XANTPHOS (117 mg, 0.20 mmol), cesium carbonate (731 mg, 2.2 mmol) in dry dioxane (9 ml) was sparged with N2 for 5 min. The reaction was sealed and heated at 100° C. for 2 hr. The reaction was allowed to cool to rt and partitioned between EtOAc and water. The layers were separ... Starting materials: BrC=1C=C(CCN)C=CC1 (3-bromophenethylamine), FC(C(=O)OCC)(F)F (ethyl trifluoroacetate). Yields the product BrC=1C=C(CCNC(C(F)(F)F)=O)C=CC1 (N-(3-bromophenethyl)-2,2,2-trifluoroacetamide). As a reaction SMILES: [Br:1][C:2]1[CH:3]=[C:4]([CH:8]=[CH:9][CH:10]=1)[CH2:5][CH2:6][NH2:7].[F:11][C:12]([F:19])([F:18])[C:13](OCC)=[O:14]>>[Br:1][C:2]1[CH:3]=[C:4]([CH:8]=[CH:9][CH:10]=1)[CH2:5][CH2:6][NH:7][C:13](=[O:14])[C:12]([F:19])([F:18])[F:11]. Procedure: Condensation of 3-bromophenethylamine with ethyl trifluoroacetate gave N-(3-bromophenethyl)-2,2,2-trifluoroacetamide as a colorless oil. Yield (3.30 g, quant.). 1H NMR (400 MHz, CDCl3) δ 7.40 (ddd, J=7.8, 1.8, 1.0 Hz, 1H), 7.53 (t, J=1.8 Hz, 1H), 7.21 (t, J=7.6 Hz, 1H), 7.10-7.13 (m, 1H), 6.32 (br s, 1H), 3.61 (q, J=6.7 Hz, 2H), 2.87 (t, J=7.2 Hz, 2H). Reactants: C(C)C1CC2=CC=C(C=C2C1)C(C(=O)O)C (2-(2-ethylindan-5-yl)propionic acid), [OH-].[Na+] (sodium hydroxide), O (water). Run in C(C)O (ethanol). Yields the product C(C)C1CC2=CC=C(C=C2C1)C(C(=O)[O-])C.[Na+] (Sodium 2-(2-ethylindan-5-yl)propionate). Reaction SMILES: [CH2:1]([CH:3]1[CH2:11][C:10]2[C:5](=[CH:6][CH:7]=[C:8]([CH:12]([CH3:16])[C:13]([OH:15])=[O:14])[CH:9]=2)[CH2:4]1)[CH3:2].[OH-].[Na+:18].O>C(O)C>[CH2:1]([CH:3]1[CH2:11][C:10]2[C:5](=[CH:6][CH:7]=[C:8]([CH:12]([CH3:16])[C:13]([O-:15])=[O:14])[CH:9]=2)[CH2:4]1)[CH3:2].[Na+:18] |f:1.2,5.6|. Reported procedure: To 12.2g. of 2-(2-ethylindan-5-yl)propionic acid was added a solution of 2.2g. of sodium hydroxide in 9 ml. of water and 21 ml. of ethanol. After complete dissolution, the solvent was distilled off under reduced pressure and to the residue was added ether. The precipitates thus separated were recovered by filtration and washed with either to give 12.9g. of a white powder. The powder was recrystallized from a mixture of ethanol and ether to give the desired product as white needles of m.p. 178° -...